describe an organic reaction: reactants, conditions, products, and yield From a dataset of the Open Reaction Database (ORD), a public repository of structured organic reaction records. Reactants: C(CC(=O)C)(=O)[O-] (acetoacetate), [N+](=O)([O-])C1=C(C=O)C=CC=C1 (2-nitrobenzaldehyde), N\C(=C/C(=O)OCCC#N)\C (2-cyanoethyl 3-aminocrotonate). The reagents and catalysts are N1CCCCC1 (piperidine). The solvent is C(C)(C)O (isopropyl alcohol), C1=CC=CC=C1 (benzene). Product: C(#N)CCOC(=O)C1=C(NC(=C(C1C1=C(C=CC=C1)[N+](=O)[O-])C(=O)O)C)C (2,6-dimethyl-4-(2-nitrophenyl)-1,4-dihydropyridine-3,5-dicarboxylic acid 3-(2-cyanoethyl) ester). The yield is 77.1%. Reaction SMILES: [C:1]([O-:7])(=[O:6])[CH2:2][C:3]([CH3:5])=O.[N+:8]([C:11]1[CH:18]=[CH:17][CH:16]=[CH:15][C:12]=1[CH:13]=O)([O-:10])=[O:9].[NH2:19]/[C:20](/[CH3:29])=[CH:21]\[C:22]([O:24][CH2:25][CH2:26][C:27]#[N:28])=[O:23]>C1C=CC=CC=1.C(O)(C)C.N1CCCCC1>[C:27]([CH2:26][CH2:25][O:24][C:22]([C:21]1[CH:13]([C:12]2[CH:15]=[CH:16][CH:17]=[CH:18][C:11]=2[N+:8]([O-:10])=[O:9])[C:2]([C:1]([OH:7])=[O:6])=[C:3]([CH3:5])[NH:19][C:20]=1[CH3:29])=[O:23])#[N:28]. Procedure details: 9.7 g of 2-nitratoethyl acetoacetate, 7.6 g of 2-nitrobenzaldehyde and 0.2 g of piperidine in 40 ml of benzene were heated at reflux under azeotropic dehydration conditions for 3 hours. The mixture was treated in a manner similar to that of Referential Example 1, there was obtained the residue, to which was added 7.7 g of 2-cyanoethyl 3-aminocrotonate. The mixture was taken up in 40 ml of isopropyl alcohol and heated at reflux for 3 hours. The isopropyl alcohol was evaporated under reduced press...